This data is from the Open Reaction Database (ORD), a public repository of structured organic reaction records. The task is: describe an organic reaction: reactants, conditions, products, and yield The reactants are O=C(Cl)c1ccccc1, O, CCC12CCC3C4CCC(=O)C=C4CCC3C1C(O)CC2=O, c1ccncc1. Yields the product CCC12CCC3C4CCC(=O)C=C4CCC3C1C(OC(=O)c1ccccc1)CC2=O. Reaction SMILES: [C:23]([c:24]1[cH:25][cH:26][cH:27][cH:28][cH:29]1)(=[O:30])[Cl:31].[OH2:32].[OH:1][CH:2]1[CH2:3][C:4](=[O:22])[C:5]2([CH2:6][CH3:7])[CH:8]1[CH:9]1[CH2:10][CH2:11][C:12]3=[CH:13][C:14](=[O:21])[CH2:15][CH2:16][CH:17]3[CH:18]1[CH2:19][CH2:20]2.[cH:33]1[cH:34][cH:35][n:36][cH:37][cH:38]1>>[O:1]([CH:2]1[CH2:3][C:4](=[O:22])[C:5]2([CH2:6][CH3:7])[CH:8]1[CH:9]1[CH2:10][CH2:11][C:12]3=[CH:13][C:14](=[O:21])[CH2:15][CH2:16][CH:17]3[CH:18]1[CH2:19][CH2:20]2)[C:23]([c:24]1[cH:25][cH:26][cH:27][cH:28][cH:29]1)=[O:30]. Starting materials: CCCCC, COc1cc(CO)cc(OC)n1, ClCCl, BrP(Br)Br. Product: COc1cc(CBr)cc(OC)n1. RXN SMILES: [CH3:17][CH2:18][CH2:19][CH2:20][CH3:21].[CH3:1][O:2][c:3]1[n:4][c:5]([O:11][CH3:12])[cH:6][c:7]([CH2:9][OH:10])[cH:8]1.[Cl:22][CH2:23][Cl:24].[P:13]([Br:14])([Br:15])[Br:16]>>[CH3:1][O:2][c:3]1[n:4][c:5]([O:11][CH3:12])[cH:6][c:7]([CH2:9][Br:14])[cH:8]1. Starting materials: O=c1ccc(-c2ccc(Br)cc2)n[nH]1, [C-]#N, CN(C)C=O, NCCN, O. Product: N#Cc1ccc(-c2ccc(=O)[nH]n2)cc1. As a reaction SMILES: [Br:1][c:2]1[cH:3][cH:4][c:5](-[c:8]2[cH:9][cH:10][c:11](=[O:14])[nH:12][n:13]2)[cH:6][cH:7]1.[C-:15]#[N:16].[CH3:17][N:18]([CH3:19])[CH:20]=[O:21].[NH2:22][CH2:23][CH2:24][NH2:25].[OH2:26]>>[c:2]1([C:17]#[N:18])[cH:3][cH:4][c:5](-[c:8]2[cH:9][cH:10][c:11](=[O:14])[nH:12][n:13]2)[cH:6][cH:7]1. Reactants: [OH-].[Na+] (NaOH), C(=O)[O-].[NH4+] (ammonium formate), C(C1=CC=CC=C1)OC(CN1C(C(=NC(=C1C)Cl)NCCC=1C=C(OC[C@@H]2N(CCC2)C(=O)OC(C)(C)C)C=CC1)=O)=O (tert-butyl (2R)-2-({3-[2-({4-[2-(benzyloxy)-2-oxoethyl]-6-chloro-5-methyl-3-oxo-3,4-dihydro-2-pyrazinyl}amino)ethyl]phenoxy}methyl)-1-pyrrolidinecarboxylate). The reagents and catalysts are [Pd] (Palladium on charcoal). Run in O (water), CO (methanol). Conditions: time 18 hour. The product is N (ammonia), C(C)(C)(C)OC(=O)N1[C@H](CCC1)COC=1C=C(CCNC=2C(N(C(=CN2)C)CC(=O)O)=O)C=CC1 (2-[3-[(3-{[(2R)-1-(tert-Butoxycarbonyl)pyrrolidinyl]methoxy}phenethyl)amino]-6-methyl-2-oxo-1(2H)-pyrazinyl]acetic acid). Yield: 33.6%. As a reaction SMILES: C([O-])=O.[NH4+].C([O:12][C:13](=[O:47])[CH2:14][N:15]1[C:20]([CH3:21])=[C:19](Cl)[N:18]=[C:17]([NH:23][CH2:24][CH2:25][C:26]2[CH:27]=[C:28]([CH:43]=[CH:44][CH:45]=2)[O:29][CH2:30][C@H:31]2[CH2:35][CH2:34][CH2:33][N:32]2[C:36]([O:38][C:39]([CH3:42])([CH3:41])[CH3:40])=[O:37])[C:16]1=[O:46])C1C=CC=CC=1.[OH-].[Na+]>[Pd].CO.O>[NH3:15].[C:39]([O:38][C:36]([N:32]1[CH2:33][CH2:34][CH2:35][C@@H:31]1[CH2:30][O:29][C:28]1[CH:27]=[C:26]([CH:45]=[CH:44][CH:43]=1)[CH2:25][CH2:24][NH:23][C:17]1[C:16](=[O:46])[N:15]([CH2:14][C:13]([OH:47])=[O:12])[C:20]([CH3:21])=[CH:19][N:18]=1)=[O:37])([CH3:40])([CH3:41])[CH3:42] |f:0.1,3.4|. Reported procedure: 10% Palladium on charcoal (125 mg) and ammonium formate (515 mg, 8.17 mmol) were added to a solution of tert-butyl (2R)-2-({3-[2-({4-[2-(benzyloxy)-2-oxoethyl]-6-chloro-5-methyl-3-oxo-3,4-dihydro-2-pyrazinyl}amino)ethyl]phenoxy}methyl)-1-pyrrolidinecarboxylate (preparation 135) (500 mg, 0.82 mmol) in methanol (10 ml), and the reaction stirred at room temperature under a nitrogen atmosphere for 18 hrs, followed by a further 24 hrs, at 50° C. The cooled mixture was filtered through Whatman® fibre,... The reactants are N1C=NC=C1 (imidazole), COC=1C=CC2=C(C=CC3=C(N=C(O3)C)C2C=2C(NC(NC2)=O)=O)C1 ((±)-5-(7-Methoxy-2-methyl-4H-benzo[5,6]cyclohepta[1,2-d]oxazol-4-yl)-2,4(1H,3H)-pyrimidinedione), B(Br)(Br)Br (boron tribromide), B(Br)(Br)Br (boron tribromide), [Si](C)(C)(C(C)(C)C)Cl (tert-butyldimethylsilyl chloride). The solvent is CN(C=O)C (N,N-dimethylformamide), ClCCl (dichloromethane). Conditions: time 2 hour. Product: CC(C)(C)[Si](OC=1C=CC2=C(C=CC3=C(N=C(O3)C)C2C=2C(NC(NC2)=O)=O)C1)(C)C ((±)-5-[7-[(1,1-Dimethylethyl)dimethylsiloxy]-2-methyl-4H-benzo[5,6]cyclohepta[1,2-d]oxazol-4-yl]-2,4(1H,3H)-pyrimidinedione). Reaction SMILES: C[O:2][C:3]1[CH:4]=[CH:5][C:6]2[CH:16]([C:17]3[C:18](=[O:24])[NH:19][C:20](=[O:23])[NH:21][CH:22]=3)[C:11]3[N:12]=[C:13]([CH3:15])[O:14][C:10]=3[CH:9]=[CH:8][C:7]=2[CH:25]=1.B(Br)(Br)Br.N1C=CN=C1.[Si:35](Cl)([C:38]([CH3:41])([CH3:40])[CH3:39])([CH3:37])[CH3:36]>ClCCl.CN(C)C=O>[CH3:39][C:38]([Si:35]([CH3:37])([CH3:36])[O:2][C:3]1[CH:4]=[CH:5][C:6]2[CH:16]([C:17]3[C:18](=[O:24])[NH:19][C:20](=[O:23])[NH:21][CH:22]=3)[C:11]3[N:12]=[C:13]([CH3:15])[O:14][C:10]=3[CH:9]=[CH:8][C:7]=2[CH:25]=1)([CH3:41])[CH3:40]. Reported procedure: To a suspension of the product from step (vii) (1.5 g) in dichloromethane (20 ml) was added a solution of boron tribromide (1M in dichloromethane) (6 ml). The mixture was stirred at room temperature for 2 hours. A further 10 ml of boron tribromide solution was added and the mixture was stirred for 2 hours before quenching with water. The pH was adjusted to 7 with sodium bicarbonate solution and the aqueous solution extracted with ethyl acetate. The organic phase was dried (MgSO4) and evaporated ... The reactants are COc1n[nH]c2ncc(N)cc12, CCN=C=NCCCN(C)C, CCOC(C)=O, CCCNS(=O)(=O)Nc1ccc(F)c(C(=O)O)c1F, CN(C)C=O, On1nnc2ccccc21. The product is CCCNS(=O)(=O)Nc1ccc(F)c(C(=O)Nc2cnc3[nH]nc(OC)c3c2)c1F. As a reaction SMILES: [CH3:20][O:21][c:22]1[n:23][nH:24][c:25]2[n:26][cH:27][c:28]([NH2:31])[cH:29][c:30]12.[CH3:42][CH2:43][N:44]=[C:45]=[N:46][CH2:47][CH2:48][CH2:49][N:50]([CH3:51])[CH3:52].[CH3:58][CH2:59][O:60][C:61]([CH3:62])=[O:63].[F:1][c:2]1[c:3]([C:4](=[O:5])[OH:6])[c:7]([F:19])[cH:8][cH:9][c:10]1[NH:11][S:12]([NH:13][CH2:14][CH2:15][CH3:16])(=[O:17])=[O:18].[O:53]=[CH:54][N:55]([CH3:56])[CH3:57].[OH:32][n:33]1[c:34]2[c:35]([cH:36][cH:37][cH:38][cH:39]2)[n:40][n:41]1>>[F:1][c:2]1[c:3]([C:4](=[O:6])[NH:31][c:28]2[cH:27][n:26][c:25]3[nH:24][n:23][c:22]([O:21][CH3:20])[c:30]3[cH:29]2)[c:7]([F:19])[cH:8][cH:9][c:10]1[NH:11][S:12]([NH:13][CH2:14][CH2:15][CH3:16])(=[O:17])=[O:18]. Reaction SMILES: [CH3:12][Si:13]([C:14]([F:15])([F:16])[F:17])([CH3:18])[CH3:19].[CH3:22][N:23]([CH3:24])[CH:25]=[O:26].[CH3:27][CH2:28][O:29][CH2:30][CH3:31].[Cl:1][c:2]1[cH:3][c:4]([N+:9](=[O:10])[O-:11])[cH:5][cH:6][c:7]1[I:8].[Cu:32][I:33].[F-:20].[K+:21]>>[Cl:1][c:2]1[cH:3][c:4]([N+:9](=[O:10])[O-:11])[cH:5][cH:6][c:7]1[C:14]([F:15])([F:16])[F:17]. Reactants: C[Si](C)(C)C(F)(F)F, CN(C)C=O, CCOCC, O=[N+]([O-])c1ccc(I)c(Cl)c1, [Cu]I, [F-], [K+]. Product: O=[N+]([O-])c1ccc(C(F)(F)F)c(Cl)c1.